From a dataset of the Open Reaction Database (ORD), a public repository of structured organic reaction records. describe an organic reaction: reactants, conditions, products, and yield Starting materials: O1C(=CC2=C1C=CC=C2)C(=O)N (2-benzofurancarboxamide), ClCC(=O)CCl (1,3-dichloroacetone). The product is O1C(=CC2=C1C=CC=C2)C=2OC=C(N2)CCl (2-(2-benzofuranyl)-4-chloromethyloxazole). The yield is 30.0%. As a reaction SMILES: [O:1]1[C:5]2[CH:6]=[CH:7][CH:8]=[CH:9][C:4]=2[CH:3]=[C:2]1[C:10]([NH2:12])=[O:11].[Cl:13][CH2:14][C:15]([CH2:17]Cl)=O>>[O:1]1[C:5]2[CH:6]=[CH:7][CH:8]=[CH:9][C:4]=2[CH:3]=[C:2]1[C:10]1[O:11][CH:17]=[C:15]([CH2:14][Cl:13])[N:12]=1. Reported procedure: In substantially the same manner as in Reference Example 47, 2-benzofurancarboxamide was allowed to react with 1,3-dichloroacetone to give 2-(2-benzofuranyl)-4-chloromethyloxazole. The yield was 30%. Recrystallization from ethyl acetate-hexane gave colorless needles, mp 133-134° C. Reactants: COC(=O)C1(CCC=O)CCOCC1, Cc1cc(Br)ccc1N, CC(=O)O, CO, ClCCl, Nc1ccccc1. Product: COC(=O)C1(CCCNc2ccc(Br)cc2C)CCOCC1. As a reaction SMILES: [CH3:10][O:11][C:12](=[O:13])[C:14]1([CH2:20][CH2:21][CH:22]=[O:23])[CH2:15][CH2:16][O:17][CH2:18][CH2:19]1.[CH3:1][c:2]1[c:3]([NH2:4])[cH:5][cH:6][c:7]([Br:9])[cH:8]1.[CH3:24][C:25](=[O:26])[OH:27].[CH3:38][OH:39].[Cl:35][CH2:36][Cl:37].[NH2:28][c:29]1[cH:30][cH:31][cH:32][cH:33][cH:34]1>>[CH3:1][c:2]1[c:3]([NH:4][CH2:22][CH2:21][CH2:20][C:14]2([C:12]([O:11][CH3:10])=[O:13])[CH2:15][CH2:16][O:17][CH2:18][CH2:19]2)[cH:5][cH:6][c:7]([Br:9])[cH:8]1. The reactants are CCOC(=O)C(F)C1(c2ccc(F)cc2F)CO1, c1nc[nH]n1. The product is CCOC(=O)C(F)C(O)(Cn1cncn1)c1ccc(F)cc1F. As a reaction SMILES: [F:1][c:2]1[c:3]([C:9]2([CH:10]([C:11](=[O:12])[O:13][CH2:14][CH3:15])[F:16])[CH2:17][O:18]2)[cH:4][cH:5][c:6]([F:8])[cH:7]1.[nH:19]1[n:20][cH:21][n:22][cH:23]1>>[F:1][c:2]1[c:3]([C:9]([CH:10]([C:11](=[O:12])[O:13][CH2:14][CH3:15])[F:16])([CH2:17][n:19]2[n:20][cH:21][n:22][cH:23]2)[OH:18])[cH:4][cH:5][c:6]([F:8])[cH:7]1. Procedure details: 382 mg (1 mmol) of N-(7-bromo-2,3-dioxo-1,2,3,4-tetrahydroquinoxalin-5-ylmethyl)-piperidine-4-carboxylic acid (Example 6), 186 mg (2 equiv.) of aniline, 480 mg (2.5 equiv.) of N-(3-dimethylaminopropyl)-N'-ethyl-carbodiimide hydrochloride and 384 mg (2.5 equiv.) of 1-hydroxy-benzotriazole are stirred at 20° C. in dried dimethylformamide for 48 hours. The mixture is poured into water and extracted three times with 100 ml of dichloromethane. The organic phases are combined and concentrated by evapo... Solvent: CN(C=O)C (dimethylformamide), O (water). Starting materials: BrC1=CC(=C2NC(C(NC2=C1)=O)=O)CN1CCC(CC1)C(=O)O (N-(7-Bromo-2,3-dioxo-1,2,3,4-tetrahydroquinoxalin-5-ylmethyl)-piperidine-4-carboxylic acid), NC1=CC=CC=C1 (aniline), Cl.CN(CCCN=C=NCC)C (N-(3-dimethylaminopropyl)-N'-ethyl-carbodiimide hydrochloride), ON1N=NC2=C1C=CC=C2 (1-hydroxy-benzotriazole). As a reaction SMILES: [Br:1][C:2]1[CH:11]=[C:10]2[C:5]([NH:6][C:7](=[O:13])[C:8](=[O:12])[NH:9]2)=[C:4]([CH2:14][N:15]2[CH2:20][CH2:19][CH:18]([C:21](O)=[O:22])[CH2:17][CH2:16]2)[CH:3]=1.[NH2:24][C:25]1[CH:30]=[CH:29][CH:28]=[CH:27][CH:26]=1.Cl.CN(C)CCCN=C=NCC.ON1C2C=CC=CC=2N=N1>CN(C)C=O.O>[C:25]1([NH:24][C:21]([CH:18]2[CH2:19][CH2:20][N:15]([CH2:14][C:4]3[CH:3]=[C:2]([Br:1])[CH:11]=[C:10]4[C:5]=3[NH:6][C:7](=[O:13])[C:8](=[O:12])[NH:9]4)[CH2:16][CH2:17]2)=[O:22])[CH:30]=[CH:29][CH:28]=[CH:27][CH:26]=1 |f:2.3|. Yields the product C1(=CC=CC=C1)NC(=O)C1CCN(CC1)CC1=C2NC(C(NC2=CC(=C1)Br)=O)=O (N-(7-Bromo-2,3-dioxo-1,2,3,4-tetrahydroquinoxalin-5-ylmethyl)-piperidine-4-carboxylic acid phenylamide). Reaction conditions: time 30 minute. Procedure details: A mixture of 51.2 grams (0.17 mole) of N-phenyl-N-(2-dimethylaminoethyl)-3-ethyl-5-methyl-4-isoxazole carboxamide and 5.2 grams of 10% palladium on carbon in 200 milliliters ethanol is hydrogenated at 50 pounds per square inch at room temperature overnight. The catalyst is removed by filtration and the solvent is evaporated in vacuo. The residue obtained is then treated with hexane and the resulting crystals triturated with ether to give 2-acetyl-3-amino-N-(2-dimethylaminoethyl)-N-phenyl-2-pente... The product is C(C)(=O)C(C(=O)N(C1=CC=CC=C1)CCN(C)C)=C(CC)N (2-acetyl-3-amino-N-(2-dimethylaminoethyl)-N-phenyl-2-pentenamide). Reaction SMILES: [C:1]1([N:7]([CH2:18][CH2:19][N:20]([CH3:22])[CH3:21])[C:8]([C:10]2[C:11]([CH2:16][CH3:17])=[N:12][O:13][C:14]=2[CH3:15])=[O:9])[CH:6]=[CH:5][CH:4]=[CH:3][CH:2]=1.CCCCCC>[Pd].C(O)C>[C:14]([C:10](=[C:11]([NH2:12])[CH2:16][CH3:17])[C:8]([N:7]([CH2:18][CH2:19][N:20]([CH3:22])[CH3:21])[C:1]1[CH:2]=[CH:3][CH:4]=[CH:5][CH:6]=1)=[O:9])(=[O:13])[CH3:15]. The solvent is C(C)O (ethanol). The reagents and catalysts are [Pd] (palladium on carbon). Conditions: time 8 hour. Reactants: C1(=CC=CC=C1)N(C(=O)C=1C(=NOC1C)CC)CCN(C)C (N-phenyl-N-(2-dimethylaminoethyl)-3-ethyl-5-methyl-4-isoxazole carboxamide), CCCCCC (hexane).